describe an organic reaction: reactants, conditions, products, and yield From a dataset of the Open Reaction Database (ORD), a public repository of structured organic reaction records. Starting materials: C([O-])([O-])=O.[Na+].[Na+] (sodium carbonate), CC1(OB(OC1(C)C)C1=C(C=CC=C1)NC(OC(C)(C)C)=O)C (tert-butyl 2-(4,4,5,5-tetramethyl-1,3,2-dioxaborolan-2-yl)phenylcarbamate), bis(di-tert-butyl(4-dimethylaminophenyl)phosphine)palladium(II) dichloride, ClC1=CC(=C(C(=O)OC)C=C1)[N+](=O)[O-] (methyl 4-chloro-2-nitrobenzoate), aqueous solution, C(CC(O)(C(=O)O)CC(=O)O)(=O)O (citric acid). Run in COCCOC (ethylene glycol dimethyl ether), O (Water), C(C)(=O)OCC (ethyl acetate). Yields the product C(C)(C)(C)OC(=O)NC1=C(C=CC=C1)C1=CC(=C(C(=O)OC)C=C1)[N+](=O)[O-] (methyl 4-(2-(tert-butoxycarbonylamino)phenyl)-2-nitrobenzoate). The yield is 96.5%. As a reaction SMILES: C(=O)([O-])[O-].[Na+].[Na+].CC1(C)C(C)(C)OB([C:15]2[CH:20]=[CH:19][CH:18]=[CH:17][C:16]=2[NH:21][C:22](=[O:28])[O:23][C:24]([CH3:27])([CH3:26])[CH3:25])O1.Cl[C:31]1[CH:40]=[CH:39][C:34]([C:35]([O:37][CH3:38])=[O:36])=[C:33]([N+:41]([O-:43])=[O:42])[CH:32]=1.C(O)(=O)CC(CC(O)=O)(C(O)=O)O>C(OCC)(=O)C.COCCOC.O>[C:24]([O:23][C:22]([NH:21][C:16]1[CH:17]=[CH:18][CH:19]=[CH:20][C:15]=1[C:31]1[CH:40]=[CH:39][C:34]([C:35]([O:37][CH3:38])=[O:36])=[C:33]([N+:41]([O-:43])=[O:42])[CH:32]=1)=[O:28])([CH3:25])([CH3:26])[CH3:27] |f:0.1.2|. Procedure details: Water (3.0 mL), sodium carbonate (1.1 g), tert-butyl 2-(4,4,5,5-tetramethyl-1,3,2-dioxaborolan-2-yl)phenylcarbamate (1.5 g), and bis(di-tert-butyl(4-dimethylaminophenyl)phosphine)palladium(II) dichloride (30 mg) were added to an ethylene glycol dimethyl ether (10 mL) solution of methyl 4-chloro-2-nitrobenzoate (0.90 g), followed by heating to reflux under a nitrogen atmosphere for 1 hour and 30 minutes. The reaction mixture was cooled to room temperature, and then ethyl acetate and a 10% aqueous... The reactants are C1(=CC=CC=C1)C1CC(N(C1)CC=1N=CN(C1)C(C1=CC=CC=C1)(C1=CC=CC=C1)C1=CC=CC=C1)=O (4-phenyl-1-[(1-trityl-1H-imidazol-4-yl)methyl]pyrrolidin-2-one), CC#N (CH3CN). Yields the product CN1C=NC=C1CN1C(CC(C1)C1=CC=CC=C1)=O (1-[(1-methyl-1H-imidazol-5-yl)methyl]-4-phenylpyrrolidin-2-one). As a reaction SMILES: [C:1]1([CH:7]2[CH2:11][N:10]([CH2:12][C:13]3[N:14]=[CH:15][N:16](C(C4C=CC=CC=4)(C4C=CC=CC=4)C4C=CC=CC=4)[CH:17]=3)[C:9](=[O:37])[CH2:8]2)[CH:6]=[CH:5][CH:4]=[CH:3][CH:2]=1.[CH3:38]C#N>>[CH3:38][N:14]1[C:13]([CH2:12][N:10]2[CH2:11][CH:7]([C:1]3[CH:2]=[CH:3][CH:4]=[CH:5][CH:6]=3)[CH2:8][C:9]2=[O:37])=[CH:17][N:16]=[CH:15]1. Procedure: In a 50 ml, three-necked flask fitted with a magnetic stirrer, under inert atmosphere, 4-phenyl-1-[(1-trityl-1H-imidazol-4-yl)methyl]pyrrolidin-2-one x44 (2 g, 4.1 mmol) is dissolved in CH3CN (20 ml) and Mel (283 μL, 4.5 mmol) is added. The mixture is stirred at room temperature and two additional portions of Mel (283 μl and 500 μl) are added after 40 h and 46 h. After stirring for 16 h at room temperature, the mixture is concentrated and dissolved in a 1/1 mixture of AcOH and water. After stirr... Reagents/catalysts: [Zn].[NH4+].[Cl-] (Zn NH4Cl). Yields the product C(C)(C)(C)OC(NC1=C(C=C(C=C1)C1=CC=C(C=C1)Cl)N)=O ((3-Amino-4′-chloro-biphenyl-4-yl)-carbamic acid tert.-butyl ester). As a reaction SMILES: [C:1]([O:5][C:6](=[O:24])[NH:7][C:8]1[CH:13]=[CH:12][C:11]([C:14]2[CH:19]=[CH:18][C:17]([Cl:20])=[CH:16][CH:15]=2)=[CH:10][C:9]=1[N+:21]([O-])=O)([CH3:4])([CH3:3])[CH3:2]>[Zn].[NH4+].[Cl-]>[C:1]([O:5][C:6](=[O:24])[NH:7][C:8]1[CH:13]=[CH:12][C:11]([C:14]2[CH:15]=[CH:16][C:17]([Cl:20])=[CH:18][CH:19]=2)=[CH:10][C:9]=1[NH2:21])([CH3:4])([CH3:2])[CH3:3] |f:1.2.3|. Reported procedure: Prepared from (4′-chloro-3-nitro-biphenyl-4-yl)-carbamic acid tert.-butyl ester (Example C2) by reduction with Zn/NH4Cl according to the general procedure G (method c). Obtained as a green solid (162 mg). The reactants are C(C)(C)(C)OC(NC1=C(C=C(C=C1)C1=CC=C(C=C1)Cl)[N+](=O)[O-])=O ((4′-Chloro-3-nitro-biphenyl-4-yl)-carbamic acid tert.-butyl ester). The reactants are CI, CN(C)C=O, CN(Cc1ccc(NC(=O)C2=Cc3cc(-c4ccc(N5CCCCC5)cc4)ccc3CCC2)cc1)C1CCOCC1. The product is [I-], C[N+](C)(Cc1ccc(NC(=O)C2=Cc3cc(-c4ccc(N5CCCCC5)cc4)ccc3CCC2)cc1)C1CCOCC1. Reaction SMILES: [CH3:42][I:43].[CH3:44][N:45]([CH3:46])[CH:47]=[O:48].[N:1]1([c:7]2[cH:8][cH:9][c:10](-[c:13]3[cH:14][cH:15][c:16]4[c:17]([cH:41]3)[CH:18]=[C:19]([C:23](=[O:24])[NH:25][c:26]3[cH:27][cH:28][c:29]([CH2:32][N:33]([CH3:34])[CH:35]5[CH2:36][CH2:37][O:38][CH2:39][CH2:40]5)[cH:30][cH:31]3)[CH2:20][CH2:21][CH2:22]4)[cH:11][cH:12]2)[CH2:2][CH2:3][CH2:4][CH2:5][CH2:6]1>>[I-:43].[N:1]1([c:7]2[cH:8][cH:9][c:10](-[c:13]3[cH:14][cH:15][c:16]4[c:17]([cH:41]3)[CH:18]=[C:19]([C:23](=[O:24])[NH:25][c:26]3[cH:27][cH:28][c:29]([CH2:32][N+:33]([CH3:34])([CH:35]5[CH2:36][CH2:37][O:38][CH2:39][CH2:40]5)[CH3:42])[cH:30][cH:31]3)[CH2:20][CH2:21][CH2:22]4)[cH:11][cH:12]2)[CH2:2][CH2:3][CH2:4][CH2:5][CH2:6]1. Reactants: CSc1ccc(C(CC2CCOCC2)c2ccc(-c3ccc(C(C)O)cn3)[nH]2)nc1, CO, CCOC(C)=O, C1CCOC1, O. The product is CC(O)c1ccc(-c2ccc(C(CC3CCOCC3)c3ccc(S(C)(=O)=O)cn3)[nH]2)nc1. As a reaction SMILES: [CH3:1][S:2][c:3]1[cH:4][cH:5][c:6]([CH:9]([CH2:10][CH:11]2[CH2:12][CH2:13][O:14][CH2:15][CH2:16]2)[c:17]2[cH:18][cH:19][c:20](-[c:22]3[cH:23][cH:24][c:25]([CH:28]([CH3:29])[OH:30])[cH:26][n:27]3)[nH:21]2)[n:7][cH:8]1.[CH3:37][OH:38].[CH3:39][CH2:40][O:41][C:42](=[O:43])[CH3:44].[O:31]1[CH2:32][CH2:33][CH2:34][CH2:35]1.[OH2:36]>>[CH3:1][S:2]([c:3]1[cH:4][cH:5][c:6]([CH:9]([CH2:10][CH:11]2[CH2:12][CH2:13][O:14][CH2:15][CH2:16]2)[c:17]2[cH:18][cH:19][c:20](-[c:22]3[cH:23][cH:24][c:25]([CH:28]([CH3:29])[OH:30])[cH:26][n:27]3)[nH:21]2)[n:7][cH:8]1)(=[O:36])=[O:38]. Reactants: CS(=O)(=O)C1=CC=C(C=C1)C1=NSC(=N1)NC(OC(C)(C)C)=O (tert-butyl 3-(4-(methylsulfonyl)phenyl)-1,2,4-thiadiazol-5-ylcarbamate), C1(=CC=CC=C1)OC (anisol), C(=O)(C(F)(F)F)O (TFA). Solvent: C(Cl)Cl (DCM). Run at time 6 hour. Product: CS(=O)(=O)C1=CC=C(C=C1)C1=NSC(=N1)N (3-(4-(methylsulfonyl)phenyl)-1,2,4-thiadiazol-5-amine). RXN SMILES: [CH3:1][S:2]([C:5]1[CH:10]=[CH:9][C:8]([C:11]2[N:15]=[C:14]([NH:16]C(=O)OC(C)(C)C)[S:13][N:12]=2)=[CH:7][CH:6]=1)(=[O:4])=[O:3].C1(OC)C=CC=CC=1.C(O)(C(F)(F)F)=O>C(Cl)Cl>[CH3:1][S:2]([C:5]1[CH:6]=[CH:7][C:8]([C:11]2[N:15]=[C:14]([NH2:16])[S:13][N:12]=2)=[CH:9][CH:10]=1)(=[O:3])=[O:4]. Procedure: To a solution of tert-butyl 3-(4-(methylsulfonyl)phenyl)-1,2,4-thiadiazol-5-ylcarbamate (1.57 g, 4.42 mmol) in DCM (20 mL) was added anisol (0.50 mL) and TFA (10 mL). The reaction mixture was stirred at room temperature for 6 h and concentrated. The solid was suspended in saturated NaHCO3 (˜200 mL) and stirred for 30 min. The solid was collected by filtration, washed with water (˜500 mL) followed by hexanes (˜50 mL), and dried under high vacuum to give 3-(4-(methylsulfonyl)phenyl)-1,2,4-thiadiaz... Reactants: B(Br)(Br)Br (BBr3), COC1=CC(=C2C=3C=CC(=CC3C(=CC2=C1)C1=CC=C(C=C1)OC)C(C)=O)C (1-[7-methoxy-10-(4-methoxyphenyl)-5-methylphenanthren-2-yl]-ethanone), water ice. The solvent is C(Cl)Cl (CH2Cl2). Reaction conditions: temperature -28.5 celsius, time 8 hour. Yields the product OC1=CC(=C2C=3C=CC(=CC3C(=CC2=C1)C1=CC=C(C=C1)O)C(C)=O)C (1-[7-hydroxy-10-(4-hydroxyphenyl)-5-methylphenanthren-2-yl]-ethanone). RXN SMILES: B(Br)(Br)Br.C[O:6][C:7]1[CH:20]=[C:19]2[C:10]([C:11]3[CH:12]=[CH:13][C:14]([C:29](=[O:31])[CH3:30])=[CH:15][C:16]=3[C:17]([C:21]3[CH:26]=[CH:25][C:24]([O:27]C)=[CH:23][CH:22]=3)=[CH:18]2)=[C:9]([CH3:32])[CH:8]=1>C(Cl)Cl>[OH:6][C:7]1[CH:20]=[C:19]2[C:10]([C:11]3[CH:12]=[CH:13][C:14]([C:29](=[O:31])[CH3:30])=[CH:15][C:16]=3[C:17]([C:21]3[CH:22]=[CH:23][C:24]([OH:27])=[CH:25][CH:26]=3)=[CH:18]2)=[C:9]([CH3:32])[CH:8]=1. Procedure: BBr3 (100 ml, 1M in CH2Cl2) was added to the compound from Step A (6.76 g, 18.3 mmol) dissolved in CH2Cl2 (200 ml) at −60 to −70° C. The reaction was stirred overnight at −60 to 3° C. and then poured into water/ice (500 ml) and extracted with CHCl3/Acetone (2.5 L, 5/1). After evaporating the solvent, the residue was chromatographed on silica gel using a gradient of ethyl acetate:methanol (95:5) to ethyl acetate: methanol (80:20) to give the title compound. 1H-NMR (400 MHz, DMSO-d6) δH2.16 (3H, s...